Dataset: the Open Reaction Database (ORD), a public repository of structured organic reaction records. Task: describe an organic reaction: reactants, conditions, products, and yield Reactants: [BH4-], CS(=O)(=O)OC1CC(COCC(=O)NC(N)=O)N(C(=O)OCc2ccccc2)C1, CO, [Na+], C1CCOC1. Yields the product CS(=O)(=O)OC1CC(COCCNC(N)=O)N(C(=O)OCc2ccccc2)C1. As a reaction SMILES: [BH4-:1].[CH2:3]([c:4]1[cH:5][cH:6][cH:7][cH:8][cH:9]1)[O:10][C:11](=[O:12])[N:13]1[CH:14]([CH2:23][O:24][CH2:25][C:26](=[O:27])[NH:28][C:29](=[O:30])[NH2:31])[CH2:15][CH:16]([O:18][S:19](=[O:20])(=[O:21])[CH3:22])[CH2:17]1.[CH3:32][OH:33].[Na+:2].[O:34]1[CH2:35][CH2:36][CH2:37][CH2:38]1>>[CH2:3]([c:4]1[cH:5][cH:6][cH:7][cH:8][cH:9]1)[O:10][C:11](=[O:12])[N:13]1[CH:14]([CH2:23][O:24][CH2:25][CH2:26][NH:28][C:29](=[O:30])[NH2:31])[CH2:15][CH:16]([O:18][S:19](=[O:20])(=[O:21])[CH3:22])[CH2:17]1.